From a dataset of the Open Reaction Database (ORD), a public repository of structured organic reaction records. describe an organic reaction: reactants, conditions, products, and yield Starting materials: ClCCl, BrP(Br)Br, CC(O)c1ccc(-c2nc3nccn3cc2-c2ccccc2)cc1. Product: CC(Br)c1ccc(-c2nc3nccn3cc2-c2ccccc2)cc1. RXN SMILES: [Cl:29][CH2:30][Cl:31].[P:25]([Br:26])([Br:27])[Br:28].[c:1]1(-[c:7]2[c:8](-[c:16]3[cH:17][cH:18][c:19]([CH:22]([CH3:23])[OH:24])[cH:20][cH:21]3)[n:9][c:10]3[n:11]([cH:12]2)[cH:13][cH:14][n:15]3)[cH:2][cH:3][cH:4][cH:5][cH:6]1>>[c:1]1(-[c:7]2[c:8](-[c:16]3[cH:17][cH:18][c:19]([CH:22]([CH3:23])[Br:26])[cH:20][cH:21]3)[n:9][c:10]3[n:11]([cH:12]2)[cH:13][cH:14][n:15]3)[cH:2][cH:3][cH:4][cH:5][cH:6]1. The reactants are NC1=NC(=CC(=C1N)N(C(OCC)=O)CC1=CC=C(C=C1)CP(=O)(OCC)OCC)OCCOC (ethyl (2,3-diamino-6-(2-methoxyethoxy)pyridin-4-yl)(4-((diethoxyphosphoryl)methyl)benzyl)carbamate). Solvent: CC(=O)O (AcOH). Yields the product NC1=NC(=CC2=C1NC(N2CC2=CC=C(CP(OCC)(OCC)=O)C=C2)=O)OCCOC (diethyl 4-((4-amino-6-(2-methoxyethoxy)-2-oxo-2,3-dihydro-1H-imidazo[4,5-c]pyridin-1-yl)methyl)benzylphosphonate). Isolated yield 63.0%. RXN SMILES: [NH2:1][C:2]1[C:7]([NH2:8])=[C:6]([N:9]([CH2:15][C:16]2[CH:21]=[CH:20][C:19]([CH2:22][P:23]([O:28][CH2:29][CH3:30])([O:25][CH2:26][CH3:27])=[O:24])=[CH:18][CH:17]=2)[C:10](=[O:14])OCC)[CH:5]=[C:4]([O:31][CH2:32][CH2:33][O:34][CH3:35])[N:3]=1>CC(O)=O>[NH2:1][C:2]1[C:7]2[NH:8][C:10](=[O:14])[N:9]([CH2:15][C:16]3[CH:21]=[CH:20][C:19]([CH2:22][P:23](=[O:24])([O:28][CH2:29][CH3:30])[O:25][CH2:26][CH3:27])=[CH:18][CH:17]=3)[C:6]=2[CH:5]=[C:4]([O:31][CH2:32][CH2:33][O:34][CH3:35])[N:3]=1. Reported procedure: A solution of ethyl (2,3-diamino-6-(2-methoxyethoxy)pyridin-4-yl)(4-((diethoxyphosphoryl)methyl)benzyl)carbamate (1 equiv.) in AcOH (0.15 M) was heated in a microwave at 100° C. for 5 min. At this point the volatiles were removed in vacuo. The resulting residue was purified by a COMBIFLASH™ system using a gradient of 0-10% MeOH/DCM to provide the title compound (63% over two steps) as a solid. The reactants are Fc1cccc(CBr)c1F, O=Cc1cccc2[nH]ccc12. The product is O=Cc1cccc2c1ccn2Cc1cccc(F)c1F. Reaction SMILES: [F:12][c:13]1[c:14]([CH2:15][Br:16])[cH:17][cH:18][cH:19][c:20]1[F:21].[nH:1]1[cH:2][cH:3][c:4]2[c:5]([CH:10]=[O:11])[cH:6][cH:7][cH:8][c:9]12>>[n:1]1([CH2:15][c:14]2[c:13]([F:12])[c:20]([F:21])[cH:19][cH:18][cH:17]2)[cH:2][cH:3][c:4]2[c:5]([CH:10]=[O:11])[cH:6][cH:7][cH:8][c:9]12. Starting materials: C1(=CC=CC=C1)CC(=O)Cl (2-phenylacetyl chloride), [S-]C#N.[K+] (potassium thiocyanate), NC1=CC(=C(OC2=CC(=NC=C2)NC(=O)N2CCOCC2)C=C1)C (morpholine-4-carboxylic acid [4-(4-amino-2-methylphenoxy)pyridine-2-yl]amide), CN(C=O)C (N,N-dimethylformamide). Run in C(C)#N (acetonitrile), C(C)O (ethanol), C(C)OCC (diethyl ether). Conditions: temperature 50 celsius, time 1 hour. The product is CC1=C(OC2=CC(=NC=C2)NC(=O)N2CCOCC2)C=CC(=C1)NC(=S)NC(CC1=CC=CC=C1)=O (Morpholine-4-carboxylic acid {4-[2-methyl-4-(3-phenylacetylthioureido)phenoxy]pyridin-2-yl}amide). Isolated yield 31.0%. Reaction SMILES: [C:1]1([CH2:7][C:8](Cl)=[O:9])[CH:6]=[CH:5][CH:4]=[CH:3][CH:2]=1.[S-:11][C:12]#[N:13].[K+].[NH2:15][C:16]1[CH:37]=[CH:36][C:19]([O:20][C:21]2[CH:26]=[CH:25][N:24]=[C:23]([NH:27][C:28]([N:30]3[CH2:35][CH2:34][O:33][CH2:32][CH2:31]3)=[O:29])[CH:22]=2)=[C:18]([CH3:38])[CH:17]=1.CN(C)C=O>C(#N)C.C(OCC)C.C(O)C>[CH3:38][C:18]1[CH:17]=[C:16]([NH:15][C:12]([NH:13][C:8](=[O:9])[CH2:7][C:1]2[CH:6]=[CH:5][CH:4]=[CH:3][CH:2]=2)=[S:11])[CH:37]=[CH:36][C:19]=1[O:20][C:21]1[CH:26]=[CH:25][N:24]=[C:23]([NH:27][C:28]([N:30]2[CH2:35][CH2:34][O:33][CH2:32][CH2:31]2)=[O:29])[CH:22]=1 |f:1.2|. Procedure details: To a solution of 2-phenylacetyl chloride (0.0523 ml) in acetonitrile (5.0 ml) was added potassium thiocyanate (35.6 mg), followed by stirring under a nitrogen atmosphere at 50° C. for 1 hr. The reaction mixture was cooled down to room temperature, and then morpholine-4-carboxylic acid [4-(4-amino-2-methylphenoxy)pyridine-2-yl]amide (80 mg) and N,N-dimethylformamide (1 ml) were added thereto, followed by stirring under a nitrogen atmosphere at room temperature for 21 hrs. The reaction mixture was... Starting materials: Intermediate 37, CC1=CC=C(C=C1)S(=O)(=O)OCC1OC2=C(C1)C=CC=C2Br ((±)-(7-bromo-2,3-dihydro-1-benzofuran-2-yl)methyl 4-methylbenzenesulfonate), COC=1C=C(C=CC1)B(O)O (3-methoxyphenylboronic acid), C([O-])([O-])=O.[K+].[K+] (potassium carbonate). The reagents and catalysts are CC1=C([P](C2=C(C)C=CC=C2)([Pd]([P](C3=C(C)C=CC=C3)(C4=C(C)C=CC=C4)C(C=CC=C5)=C5C)(Cl)Cl)C6=C(C)C=CC=C6)C=CC=C1 (dichlorobis(tri-o-tolylphosphine)palladium(II)). Product: CC1=CC=C(C=C1)S(=O)(=O)OCC1OC2=C(C1)C=CC=C2C2=CC(=CC=C2)OC ((±)-[7-(3-methoxyphenyl)-2,3-dihydro-1-benzofuran-2-yl]methyl 4-methylbenzenesulfonate). Isolated yield 83.7%. RXN SMILES: [CH3:1][C:2]1[CH:7]=[CH:6][C:5]([S:8]([O:11][CH2:12][CH:13]2[CH2:17][C:16]3[CH:18]=[CH:19][CH:20]=[C:21](Br)[C:15]=3[O:14]2)(=[O:10])=[O:9])=[CH:4][CH:3]=1.[CH3:23][O:24][C:25]1[CH:26]=[C:27](B(O)O)[CH:28]=[CH:29][CH:30]=1.C(=O)([O-])[O-].[K+].[K+]>CC1C=CC=CC=1[P](C1C=CC=CC=1C)([Pd](Cl)(Cl)[P](C1=C(C)C=CC=C1)(C1C=CC=CC=1C)C1C=CC=CC=1C)C1C=CC=CC=1C>[CH3:1][C:2]1[CH:7]=[CH:6][C:5]([S:8]([O:11][CH2:12][CH:13]2[CH2:17][C:16]3[CH:18]=[CH:19][CH:20]=[C:21]([C:29]4[CH:28]=[CH:27][CH:26]=[C:25]([O:24][CH3:23])[CH:30]=4)[C:15]=3[O:14]2)(=[O:10])=[O:9])=[CH:4][CH:3]=1 |f:2.3.4,^1:46,57|. Procedure: Treatment of (±)-(7-bromo-2,3-dihydro-1-benzofuran-2-yl)methyl 4-methylbenzenesulfonate (5.00 g, 13.04 mmol) with 3-methoxyphenylboronic acid (2.97 g, 19.57 mmol), dichlorobis(tri-o-tolylphosphine)palladium(II) (0.512 g, 0.652 mmol) and potassium carbonate (4.51 g, 32.62 mmol) generally according to the reaction conditions described for Intermediate 37 gave 4.48 g (84%) of (±)-[7-(3-methoxyphenyl)-2,3-dihydro-1-benzofuran-2-yl]methyl 4-methylbenzenesulfonate as a white solid. mp 141-142° C.; Ana...